This data is from the Open Reaction Database (ORD), a public repository of structured organic reaction records. The task is: describe an organic reaction: reactants, conditions, products, and yield Reactants: C(C)(C)N(CC(=O)OC(C)(C)C)CC1=CC(=CC=C1)C1=NOC(=N1)C1=CC(=C(C=C1)C1=C(C=CC=C1)C)COC (Tert-butyl N-isopropyl-N-(3-{5-[2-(methoxymethyl)-2′-methylbiphenyl-4-yl]-1,2,4-oxadiazol-3-yl}benzyl)glycinate), O1CCOCC1 (dioxane), Cl (HCl). Solvent: solution. Reaction conditions: time 36 hour. Product: Cl.C(C)(C)N(CC(=O)O)CC1=CC(=CC=C1)C1=NOC(=N1)C1=CC(=C(C=C1)C1=C(C=CC=C1)C)COC (N-isopropyl-N-(3-{5-[2-(methoxymethyl)-2′-methylbiphenyl-4-yl]-1,2,4-oxadiazol-3-yl}benzyl)glycine, hydrochloride salt). RXN SMILES: [CH:1]([N:4]([CH2:13][C:14]1[CH:19]=[CH:18][CH:17]=[C:16]([C:20]2[N:24]=[C:23]([C:25]3[CH:30]=[CH:29][C:28]([C:31]4[CH:36]=[CH:35][CH:34]=[CH:33][C:32]=4[CH3:37])=[C:27]([CH2:38][O:39][CH3:40])[CH:26]=3)[O:22][N:21]=2)[CH:15]=1)[CH2:5][C:6]([O:8]C(C)(C)C)=[O:7])([CH3:3])[CH3:2].O1CCOCC1.[ClH:47]>>[ClH:47].[CH:1]([N:4]([CH2:13][C:14]1[CH:19]=[CH:18][CH:17]=[C:16]([C:20]2[N:24]=[C:23]([C:25]3[CH:30]=[CH:29][C:28]([C:31]4[CH:36]=[CH:35][CH:34]=[CH:33][C:32]=4[CH3:37])=[C:27]([CH2:38][O:39][CH3:40])[CH:26]=3)[O:22][N:21]=2)[CH:15]=1)[CH2:5][C:6]([OH:8])=[O:7])([CH3:3])[CH3:2] |f:3.4|. Procedure details: Tert-butyl N-isopropyl-N-(3-{5-[2-(methoxymethyl)-2′-methylbiphenyl-4-yl]-1,2,4-oxadiazol-3-yl}benzyl)glycinate (58 mg, 0.11 mmol) was dissolved in a 4N solution of HCl in dioxane (1.34 ml, 5.35 mmol). The reaction mixture was stirred at RT for 36 hours, and then concentrated under vacuum. The crude product was suspended in ACN and the precipitate was filtered off to give the title compound as a white powder. 1H NMR (DMSO-d6, 300 MHz) δ 9.60 (br s, 1H), 8.45 (m, 1H), 8.34 (m, 1H), 8.23-8.15 (m, ...